From a dataset of the Open Reaction Database (ORD), a public repository of structured organic reaction records. describe an organic reaction: reactants, conditions, products, and yield Starting materials: C(C)(=O)OC=1C=C2CCC(OC2=CC1C(C)(C)C)(C)COC1=CC=C(C=C1)N (6-acetoxy-2-(4-aminophenoxymethyl)-7-t-butyl-2-methylchroman), N(=O)[O-].[Na+] (sodium nitrite), Cl (hydrochloric acid), C(C=C)(=O)OCC (ethyl acrylate), cuprous oxide. Run in CC(=O)C (acetone). Yields the product C(C)(=O)OC=1C=C2CCC(OC2=CC1C(C)(C)C)(C)COC1=CC=C(C=C1)CC(C(=O)OCC)Cl (Ethyl 3-[4-(6-acetoxy-7-t-butyl-2-methylchroman-2-ylmethoxy)phenyl)-2-chloropropionate). RXN SMILES: [C:1]([O:4][C:5]1[CH:6]=[C:7]2[C:12](=[CH:13][C:14]=1[C:15]([CH3:18])([CH3:17])[CH3:16])[O:11][C:10]([CH2:20][O:21][C:22]1[CH:27]=[CH:26][C:25](N)=[CH:24][CH:23]=1)([CH3:19])[CH2:9][CH2:8]2)(=[O:3])[CH3:2].N([O-])=O.[Na+].[ClH:33].[C:34]([O:38][CH2:39][CH3:40])(=[O:37])[CH:35]=[CH2:36]>CC(C)=O>[C:1]([O:4][C:5]1[CH:6]=[C:7]2[C:12](=[CH:13][C:14]=1[C:15]([CH3:18])([CH3:17])[CH3:16])[O:11][C:10]([CH2:20][O:21][C:22]1[CH:27]=[CH:26][C:25]([CH2:36][CH:35]([Cl:33])[C:34]([O:38][CH2:39][CH3:40])=[O:37])=[CH:24][CH:23]=1)([CH3:19])[CH2:9][CH2:8]2)(=[O:3])[CH3:2] |f:1.2|. Reported procedure: Following the procedure described in Preparation 51, 1.74 g of 6-acetoxy-2-(4-aminophenoxymethyl)-7-t-butyl-2-methylchroman (prepared as described in Preparation 58), 380 mg of sodium nitrite, 0.8 ml of concentrated hydrochloric acid, 4.5 g of ethyl acrylate, 65 mg of cuprous oxide and 17 ml of acetone were reacted, to give the title compound as a slightly yellow oil. The reactants are OC1CCC2(CCc3ccccc3C2)CC1, CN(C)C=O, [N-]=[N+]=[N-], [Na+]. The product is [N-]=[N+]=NC1CCC2(CCc3ccccc3C2)CC1. Reaction SMILES: [CH2:1]1[c:2]2[cH:3][cH:4][cH:5][cH:6][c:7]2[CH2:8][CH2:9][C:10]12[CH2:11][CH2:12][CH:13]([OH:16])[CH2:14][CH2:15]2.[CH3:21][N:22]([CH3:23])[CH:24]=[O:25].[N-:18]=[N+:19]=[N-:20].[Na+:17]>>[CH2:1]1[c:2]2[cH:3][cH:4][cH:5][cH:6][c:7]2[CH2:8][CH2:9][C:10]12[CH2:11][CH2:12][CH:13]([N:18]=[N+:19]=[N-:20])[CH2:14][CH2:15]2.